From a dataset of the Open Reaction Database (ORD), a public repository of structured organic reaction records. describe an organic reaction: reactants, conditions, products, and yield The product is O=C(O)Cn1c(=O)c2cc(F)c(-c3ncc[nH]3)cc2n(Cc2ccc(Cl)cc2Cl)c1=O. The reactants are CCO, CCOC(=O)Cn1c(=O)c2cc(F)c(-c3ncc[nH]3)cc2n(Cc2ccc(Cl)cc2Cl)c1=O, [Na+], [OH-]. As a reaction SMILES: [CH3:36][CH2:37][OH:38].[Cl:1][c:2]1[c:3]([CH2:9][n:10]2[c:11](=[O:33])[n:12]([CH2:27][C:28](=[O:29])[O:30][CH2:31][CH3:32])[c:13](=[O:26])[c:14]3[cH:15][c:16]([F:25])[c:17](-[c:20]4[nH:21][cH:22][cH:23][n:24]4)[cH:18][c:19]23)[cH:4][cH:5][c:6]([Cl:8])[cH:7]1.[Na+:35].[OH-:34]>>[Cl:1][c:2]1[c:3]([CH2:9][n:10]2[c:11](=[O:33])[n:12]([CH2:27][C:28](=[O:29])[OH:30])[c:13](=[O:26])[c:14]3[cH:15][c:16]([F:25])[c:17](-[c:20]4[n:21][cH:22][cH:23][nH:24]4)[cH:18][c:19]23)[cH:4][cH:5][c:6]([Cl:8])[cH:7]1. Starting materials: 300.0, Cl[Si](C=C[Si](C)(C)Cl)(C)C (1,2-bis(chlorodimethylsilyl)ethene), ClC([SiH](C=C(C)[SiH](C(Cl)Cl)C)C)Cl (1,2-bis(dichlorodimethylsilyl)prop-1-ene). The product is Cl[Si](CC(C)[Si](C)(C)Cl)(C)C (1,2-bis(chlorodimethylsilyl)propane). RXN SMILES: [Cl:1][Si:2]([CH3:10])([CH3:9])[CH:3]=[CH:4][Si:5]([Cl:8])([CH3:7])[CH3:6].Cl[CH:12](Cl)[SiH](C)C=C([SiH](C)C(Cl)Cl)C>>[Cl:1][Si:2]([CH3:10])([CH3:9])[CH2:3][CH:4]([Si:5]([Cl:8])([CH3:7])[CH3:6])[CH3:12]. Procedure: Example 1 was repeated with the modification that, instead of 300.0 (1.41 mol) of 1,2-bis(chlorodimethylsilyl)ethene, 300.0 g (1.32 mol) of 1,2-bis(dichlorodimethylsilyl)prop-1-ene were used. The results are summarized in Table 1. The reactants are COC1=CC=C(C=C1)S(=O)(=O)N(C)C (4-methoxy-N,N-dimethylbenzenesulfonamide), [Cl-].[Al+3].[Cl-].[Cl-] (aluminum chloride), ice water. Run in C1=CC=CC=C1 (benzene). Product: OC1=CC=C(C=C1)S(=O)(=O)N(C)C (4-hydroxy-N,N-dimethylbenzenesulfonamide). The yield is 75.2%. As a reaction SMILES: C[O:2][C:3]1[CH:8]=[CH:7][C:6]([S:9]([N:12]([CH3:14])[CH3:13])(=[O:11])=[O:10])=[CH:5][CH:4]=1.[Cl-].[Al+3].[Cl-].[Cl-]>C1C=CC=CC=1>[OH:2][C:3]1[CH:8]=[CH:7][C:6]([S:9]([N:12]([CH3:14])[CH3:13])(=[O:11])=[O:10])=[CH:5][CH:4]=1 |f:1.2.3.4|. Procedure: A mixture of 4-methoxy-N,N-dimethylbenzenesulfonamide (37 g) and aluminum chloride (69 g) in benzene (170 ml) was stirred under reflux for 30 minutes. The reaction mixture was poured into ice-water and extracted with ethyl acetate. The combined organic layers were washed with water and brine, dried over anhydrous magnesium sulfate, and concentrated. The residue was purified by recrystallization from toluene to give 4-hydroxy-N,N-dimethylbenzenesulfonamide (26 g). Starting materials: COC(C1=CC=C(C=C1)OC)=C1C(NC2=CC=C(C=C12)[N+](=O)[O-])=O (3-[1-methoxy-1-(4-methoxyphenyl)-methylidene]-5-nitro-2-indolinone), N1(CCCCC1)CC1=CC=C(N)C=C1 (4-piperidinomethyl-aniline). Yields the product N1(CCCCC1)CC1=CC=C(C=C1)N\C(\C1=CC=C(C=C1)OC)=C\1/C(NC2=CC=C(C=C12)[N+](=O)[O-])=O ((Z)-3-[1-(4-piperidinomethyl-phenylamino)-1-(4-methoxyphenyl)-methylidene]-5-nitro-2-indolinone). Reaction SMILES: CO[C:3](=[C:12]1[C:20]2[C:15](=[CH:16][CH:17]=[C:18]([N+:21]([O-:23])=[O:22])[CH:19]=2)[NH:14][C:13]1=[O:24])[C:4]1[CH:9]=[CH:8][C:7]([O:10][CH3:11])=[CH:6][CH:5]=1.[N:25]1([CH2:31][C:32]2[CH:38]=[CH:37][C:35]([NH2:36])=[CH:34][CH:33]=2)[CH2:30][CH2:29][CH2:28][CH2:27][CH2:26]1>>[N:25]1([CH2:31][C:32]2[CH:33]=[CH:34][C:35]([NH:36]/[C:3](=[C:12]3\[C:13](=[O:24])[NH:14][C:15]4[C:20]\3=[CH:19][C:18]([N+:21]([O-:23])=[O:22])=[CH:17][CH:16]=4)/[C:4]3[CH:5]=[CH:6][C:7]([O:10][CH3:11])=[CH:8][CH:9]=3)=[CH:37][CH:38]=2)[CH2:30][CH2:29][CH2:28][CH2:27][CH2:26]1. Reported procedure: Prepared analogously to Example 39d from 3-[1-methoxy-1-(4-methoxyphenyl)-methylidene]-5-nitro-2-indolinone and 4-piperidinomethyl-aniline. The reactants are COc1cc2cc(Nc3cc(C)[nH]n3)nc(O)c2cc1Br, O=P(Cl)(Cl)Cl. Product: COc1cc2cc(Nc3cc(C)[nH]n3)nc(Cl)c2cc1Br. As a reaction SMILES: [Br:1][c:2]1[c:3]([O:20][CH3:21])[cH:4][c:5]2[cH:6][c:7]([NH:13][c:14]3[n:15][nH:16][c:17]([CH3:19])[cH:18]3)[n:8][c:9]([OH:12])[c:10]2[cH:11]1.[P:22]([Cl:23])([Cl:24])([Cl:25])=[O:26]>>[Br:1][c:2]1[c:3]([O:20][CH3:21])[cH:4][c:5]2[cH:6][c:7]([NH:13][c:14]3[n:15][nH:16][c:17]([CH3:19])[cH:18]3)[n:8][c:9]([Cl:24])[c:10]2[cH:11]1. The reactants are C(C)OC(NC(C(C#N)=NNC1=CC(=C(C(=C1)Cl)C(C#N)C1=CC=C(C=C1)Cl)Cl)=O)=O (ethyl[2-[[3,5-dichloro-4-[(4-chlorophenyl)cyanomethyl]phenyl]hydrazono]-2-cyanoacetyl]carbamate), C(C)OC(NC(C(C#N)=NNC1=CC(=C(C(=C1)Cl)C(C#N)C1=CC=C(C=C1)Cl)Cl)=O)=O (ethyl[2-[[3,5-dichloro-4-[(4-chlorophenyl)cyanomethyl]phenyl]hydrazono]-2-cyanoacetyl]carbamate), C(C)(=O)[O-].[K+] (potassium acetate). Run in C(C)(=O)O (acetic acid). Yields the product ClC=1C=C(C=C(C1C(C#N)C1=CC=C(C=C1)Cl)Cl)N1N=C(C(NC1=O)=O)C#N (2-[3,5-dichloro-4-[(4-chlorophenyl)cyanomethyl]phenyl]-2,3,4,5-tetrahydro-3,5-dioxo-1,2,4-triazine-6-carbonitrile). RXN SMILES: C([O:3][C:4](=O)[NH:5][C:6](=[O:30])[C:7](=[N:10][NH:11][C:12]1[CH:17]=[C:16]([Cl:18])[C:15]([CH:19]([C:22]2[CH:27]=[CH:26][C:25]([Cl:28])=[CH:24][CH:23]=2)[C:20]#[N:21])=[C:14]([Cl:29])[CH:13]=1)[C:8]#[N:9])C.C([O-])(=O)C.[K+]>C(O)(=O)C>[Cl:29][C:14]1[CH:13]=[C:12]([N:11]2[C:4](=[O:3])[NH:5][C:6](=[O:30])[C:7]([C:8]#[N:9])=[N:10]2)[CH:17]=[C:16]([Cl:18])[C:15]=1[CH:19]([C:22]1[CH:27]=[CH:26][C:25]([Cl:28])=[CH:24][CH:23]=1)[C:20]#[N:21] |f:1.2|. Procedure details: A mixture of 7.8 parts of ethyl[2-[[3,5-dichloro-4-[(4-chlorophenyl)cyanomethyl]phenyl]hydrazono]-2-cyanoacetyl]carbamate (intermediate 3), 1.98 parts of anhydrous potassium acetate and 120 parts of acetic acid is stirred and heated under reflux for 3 hours. The reaction mixture is concentrated to a volume of 30 parts. Water is added until the product is precipitated. It is sucked off, washed with water and dissolved in trichloromethane. The remaining water is separated and the organic phase is ... The reactants are C(#N)C1=C(C=CC=C1)N(S(=O)(=O)C)C (N-(2-cyano-phenyl)-N-methyl-methanesulfonamide), [H][H] (hydrogen), [H][H] (hydrogen). The reagents and catalysts are [Pd] (Palladium on Carbon). The solvent is CO (methanol), N (ammonia). Yields the product NCC1=C(C=CC=C1)N(S(=O)(=O)C)C (N-(2-Aminomethyl-phenyl)-N-methyl-methanesulfonamide), oil. Isolated yield 100.0%. RXN SMILES: [C:1]([C:3]1[CH:8]=[CH:7][CH:6]=[CH:5][C:4]=1[N:9]([CH3:14])[S:10]([CH3:13])(=[O:12])=[O:11])#[N:2].[H][H]>[Pd].N.CO>[NH2:2][CH2:1][C:3]1[CH:8]=[CH:7][CH:6]=[CH:5][C:4]=1[N:9]([CH3:14])[S:10]([CH3:13])(=[O:12])=[O:11]. Reported procedure: N-(2-Aminomethyl-phenyl)-N-methyl-methanesulfonamide was prepared from N-(2-cyano-phenyl)-N-methyl-methanesulfonamide (0.75 g, 3.5 mmol) via hydrogenation using a Paar apparatus with 10% Palladium on Carbon (50% Wet)(5:45:50, palladium:carbon black:water, 0.75 g, 0.35 mmol) and hydrogen (50 psi) in 7M ammonia in methanol (50 mL). The mixture was shaken on a Paar apparatus until adsorption of hydrogen ceased. The mixture was degassed, backflushed with nitrogen, filtered through a plug of diatomac... Starting materials: C(C)(=O)OC1C(C(CC1N1C(=NC2=C1C=C(C(=C2)Cl)Cl)Br)COC(C)=O)OC(C)=O (3-(Acetoxymethyl)-5-(2-bromo-5,6-dichloro-1H-benzimidazol-1-yl)-1,2-cyclopentanediyl diacetate), C(C)(C)N (isopropylamine), C(C)(C)N (isopropylamine). Solvent: C(C)O (ethanol). Run at time 24 hour. Product: ClC1=CC2=C(N(C(=N2)NC(C)C)C2CC(C(C2O)O)CO)C=C1Cl (5-[5,6-dichloro-2-(isopropylamino)-1H-benzimidazol-1-yl]-3-(hydroxymethyl)-1,2-cyclopentanediol). The yield is 57.0%. Reaction SMILES: C([O:4][CH:5]1[CH:9]([N:10]2[C:14]3[CH:15]=[C:16]([Cl:20])[C:17]([Cl:19])=[CH:18][C:13]=3[N:12]=[C:11]2Br)[CH2:8][CH:7]([CH2:22][O:23]C(=O)C)[CH:6]1[O:27]C(=O)C)(=O)C.[CH:31]([NH2:34])([CH3:33])[CH3:32]>C(O)C>[Cl:19][C:17]1[C:16]([Cl:20])=[CH:15][C:14]2[N:10]([CH:9]3[CH:5]([OH:4])[CH:6]([OH:27])[CH:7]([CH2:22][OH:23])[CH2:8]3)[C:11]([NH:34][CH:31]([CH3:33])[CH3:32])=[N:12][C:13]=2[CH:18]=1. Procedure: (±)-(1R*, 2S*, 3S*, 5S*)-3-(Acetoxymethyl)-5-(2-bromo-5,6-dichloro-1H-benzimidazol-1-yl)-1,2-cyclopentanediyl diacetate (750 mg, 1.44 mmole) was refluxed in ethanol (10 mL) with isopropylamine (1.22 mL, Aldrich) under nitrogen for 18 hours. A second portion of isopropylamine (1.22 mL) was added and reflux continued for an additional 24 hours. Volatiles were evaporated, the residue was redissolved in ethanol, 1 N sodium hydroxide (1.44 mL) was added, and volatiles were reevaporated. The residue w...